From a dataset of the Open Reaction Database (ORD), a public repository of structured organic reaction records. describe an organic reaction: reactants, conditions, products, and yield The reactants are ClC=1N=NC(=CC1N1CCNCC1)Cl (3,6-dichloro-4-piperazin-1-yl-pyridazine), C(C)(=O)[O-].[Na+] (sodium acetate). The reagents and catalysts are [Pd] (Pd/C). Solvent: CO (methanol). The product is N1(CCNCC1)C1=CN=NC=C1 (4-piperazin-1-yl-pyridazine). Reaction SMILES: Cl[C:2]1[N:3]=[N:4][C:5](Cl)=[CH:6][C:7]=1[N:8]1[CH2:13][CH2:12][NH:11][CH2:10][CH2:9]1.C([O-])(=O)C.[Na+]>CO.[Pd]>[N:8]1([C:7]2[CH:6]=[CH:5][N:4]=[N:3][CH:2]=2)[CH2:9][CH2:10][NH:11][CH2:12][CH2:13]1 |f:1.2|. Procedure details: 9.3 g of 3,6-dichloro-4-piperazin-1-yl-pyridazine (see 10.2) and 6.5 g sodium acetate are suspended in 100 ml of methanol and hydrogenated with 1 g Pd/C 10% and ambient temperature. The catalyst is suction filtered and the filtrate evaporated to dryness. The product is extracted with chloroform, washed with sodium hydroxide solution and precipitated as the hydrochloride with an ethereal HCl solution. 8.6 g of (V-4) are obtained. M.p>300° C.